From a dataset of the Open Reaction Database (ORD), a public repository of structured organic reaction records. describe an organic reaction: reactants, conditions, products, and yield The reactants are OC1=CC(OC(=C1)C)=O (4-Hydroxy-6-methyl-2-pyrone), OC1=CC(OC(=C1)C)=O (4-Hydroxy-6-methyl-2-pyrone), O1C(C=CC=C1)=O (pyrone), NC1=CC=CC=C1 (aniline), NC=1C=C(CO)C=CC1C (3-Amino 4-methylbenzyl alcohol). The solvent is ClC1=C(C=CC=C1)Cl (1,2-dichlorobenzene), C(C)#N.O (acetonitrile water), ClC1=C(C=CC=C1)Cl (1,2-dichlorobenzene). Reaction conditions: temperature 165 celsius, time 20 minute. The product is OC1=CC(N(C(=C1)C)C1=C(C=CC(=C1)CO)C)=O (4-hydroxy-1-[5-(hydroxymethyl)-2-methylphenyl]-6-methylpyridin-2(1H)-one). Reaction SMILES: [OH:1][C:2]1[CH:7]=[C:6]([CH3:8])O[C:4](=[O:9])[CH:3]=1.[NH2:10][C:11]1[CH:12]=[C:13]([CH:16]=[CH:17][C:18]=1[CH3:19])[CH2:14][OH:15].O1C=CC=CC1=O.NC1C=CC=CC=1>ClC1C=CC=CC=1Cl.C(#N)C.O>[OH:1][C:2]1[CH:7]=[C:6]([CH3:8])[N:10]([C:11]2[CH:12]=[C:13]([CH2:14][OH:15])[CH:16]=[CH:17][C:18]=2[CH3:19])[C:4](=[O:9])[CH:3]=1 |f:5.6|. Procedure details: 4-Hydroxy-6-methyl-2-pyrone (23.0 g, 182.2 mmol) and 3-Amino 4-methylbenzyl alcohol (25.0 g, 182.2 mmol) were taken up in 25 ml of 1,2-dichlorobenzene. The solution was heated to 165° C. in a 250 ml round bottom flask equipped with a J-Kem temperature controller probe, and a heating mantle. In a separate 250 ml round bottom flask 4-Hydroxy-6-methyl-2-pyrone (23.0 g, 182.2 mmol) was suspended in 25 ml of 1,2-dichlorobenzene and also heated to 165° C. The pyrone solution was poured into the flask ... Starting materials: C1CCOC1, CN(C(=O)c1ccc(Cl)cc1)C1CCN(S(=O)(=O)C2CCN(C(=O)OCc3ccccc3)CC2)CC1c1ccc(Cl)c(Cl)c1, Cl, [Na+], [OH-]. The product is CN(C(=O)c1ccc(Cl)cc1)C1CCN(S(=O)(=O)C2CCNCC2)CC1c1ccc(Cl)c(Cl)c1. RXN SMILES: [CH2:48]1[O:49][CH2:50][CH2:51][CH2:52]1.[Cl:1][c:2]1[cH:3][cH:4][c:5]([C:8](=[O:9])[N:10]([CH:11]2[CH:12]([c:36]3[cH:37][c:38]([Cl:43])[c:39]([Cl:42])[cH:40][cH:41]3)[CH2:13][N:14]([S:17](=[O:18])(=[O:19])[CH:20]3[CH2:21][CH2:22][N:23]([C:26]([O:27][CH2:28][c:29]4[cH:30][cH:31][cH:32][cH:33][cH:34]4)=[O:35])[CH2:24][CH2:25]3)[CH2:15][CH2:16]2)[CH3:44])[cH:6][cH:7]1.[ClH:45].[Na+:47].[OH-:46]>>[Cl:1][c:2]1[cH:3][cH:4][c:5]([C:8](=[O:9])[N:10]([CH:11]2[CH:12]([c:36]3[cH:37][c:38]([Cl:43])[c:39]([Cl:42])[cH:40][cH:41]3)[CH2:13][N:14]([S:17](=[O:18])(=[O:19])[CH:20]3[CH2:21][CH2:22][NH:23][CH2:24][CH2:25]3)[CH2:15][CH2:16]2)[CH3:44])[cH:6][cH:7]1. As a reaction SMILES: [C:15](=[O:16])([O-:17])[O-:18].[CH2:3]([CH3:4])[O:5][C:6](=[O:7])[CH:8]1[CH2:9][CH2:10][CH:11]([NH2:14])[CH2:12][CH2:13]1.[ClH:1].[ClH:2].[K+:19].[K+:20].[OH2:21]>>[CH2:3]([CH:4]=[CH2:15])[O:5][C:6](=[O:7])[CH:8]1[CH2:9][CH2:10][CH:11]([NH2:14])[CH2:12][CH2:13]1. Starting materials: O=C([O-])[O-], CCOC(=O)C1CCC(N)CC1, Cl, Cl, [K+], [K+], O. Product: C=CCOC(=O)C1CCC(N)CC1. Starting materials: O=C1C(Cc2c(Cl)ccc(O)c2Cl)CCN1C1CCCCC1, [I-], I, [K+], [NH4+], [OH-]. The product is O=C1C(Cc2c(Cl)cc(I)c(O)c2Cl)CCN1C1CCCCC1. Reaction SMILES: [CH:1]1([N:7]2[C:8](=[O:22])[CH:9]([CH2:12][c:13]3[c:14]([Cl:21])[c:15]([OH:20])[cH:16][cH:17][c:18]3[Cl:19])[CH2:10][CH2:11]2)[CH2:2][CH2:3][CH2:4][CH2:5][CH2:6]1.[I-:27].[I:25].[K+:26].[NH4+:23].[OH-:24]>>[CH:1]1([N:7]2[C:8](=[O:22])[CH:9]([CH2:12][c:13]3[c:14]([Cl:21])[c:15]([OH:20])[c:16]([I:27])[cH:17][c:18]3[Cl:19])[CH2:10][CH2:11]2)[CH2:2][CH2:3][CH2:4][CH2:5][CH2:6]1. Reactants: [OH-].[Na+] (sodium hydroxide), ClC1=NC(=CC(=C1)COC1=C(C=C2C(=NC=NC2=C1)NC1=C(C=C(C(=C1)OC(=O)OC)C)F)OC)C (7-((2-chloro-6-methyl-4-pyridyl)methoxy)-4-(2-fluoro-5-methoxycarbonyloxy-4-methylanilino)-6-methoxyquinazoline). Solvent: CO (methanol). Reaction conditions: temperature 5 celsius, time 30 minute. Product: Cl.ClC1=NC(=CC(=C1)COC1=C(C=C2C(=NC=NC2=C1)NC1=C(C=C(C(=C1)O)C)F)OC)C (7-((2-chloro-6-methyl-4-pyridyl)methoxy)-4-(2-fluoro-5-hydroxy-4-methylanilino)-6-methoxyquinazoline hydrochloride). Yield: 158.7%. As a reaction SMILES: [OH-].[Na+].[Cl:3][C:4]1[CH:9]=[C:8]([CH2:10][O:11][C:12]2[CH:21]=[C:20]3[C:15]([C:16]([NH:22][C:23]4[CH:28]=[C:27]([O:29]C(OC)=O)[C:26]([CH3:34])=[CH:25][C:24]=4[F:35])=[N:17][CH:18]=[N:19]3)=[CH:14][C:13]=2[O:36][CH3:37])[CH:7]=[C:6]([CH3:38])[N:5]=1>CO>[ClH:3].[Cl:3][C:4]1[CH:9]=[C:8]([CH2:10][O:11][C:12]2[CH:21]=[C:20]3[C:15]([C:16]([NH:22][C:23]4[CH:28]=[C:27]([OH:29])[C:26]([CH3:34])=[CH:25][C:24]=4[F:35])=[N:17][CH:18]=[N:19]3)=[CH:14][C:13]=2[O:36][CH3:37])[CH:7]=[C:6]([CH3:38])[N:5]=1 |f:0.1,4.5|. Procedure details: 2M Aqueous sodium hydroxide solution (700 μl, 1.4 mmol) was added to a suspension of 7-((2-chloro-6-methyl-4-pyridyl)methoxy)-4-(2-fluoro-5-methoxycarbonyloxy-4-methylanilino)-6-methoxyquinazoline (360 mg, 0.7 mmol) in methanol (10 ml) cooled at 5° C. and the mixture was then stirred for 30 minutes at ambient temperature. The solvent was removed by evaporation, the residue diluted with water (10 ml) and the mixture adjusted to pH7 with 1M hydrochloric acid. The resulting solid was collected by f... The reactants are C(#N)C(CCC(=O)O)(C(C)C)C1=CC=CC=C1 (4-cyano-5-methyl-4-phenylhexanoic acid), O1CCCC1 (tetrahydrofuran), O1CCCC1 (tetrahydrofuran), C(O)([O-])=O.[Na+] (sodium hydrogen carbonate). Solvent: CO (methanol). Run at temperature -25 celsius. The product is C(#N)C(CCCO)(C(C)C)C1=CC=CC=C1 (4-cyano-5-methyl-4-phenylhexanol), oil. Yield: 90.7%. RXN SMILES: [C:1]([C:3]([C:12]1[CH:17]=[CH:16][CH:15]=[CH:14][CH:13]=1)([CH:9]([CH3:11])[CH3:10])[CH2:4][CH2:5][C:6](O)=[O:7])#[N:2].O1CCCC1.C(=O)([O-])O.[Na+]>CO>[C:1]([C:3]([C:12]1[CH:13]=[CH:14][CH:15]=[CH:16][CH:17]=1)([CH:9]([CH3:10])[CH3:11])[CH2:4][CH2:5][CH2:6][OH:7])#[N:2] |f:2.3|. Reported procedure: A 4-cyano-5-methyl-4-phenylhexanoic acid (500 mg, 2.16 mmol)/tetrahydrofuran (3.84 ml) solution was slowly added dropwise into a 1M-borane tetrahydrofuran complex/tetrahydrofuran solution (2.70 ml, 2.70 mmol) cooled to −25° C., while keeping the bulk temperature at −15° C. or less. After the completion of the dropwise addition, the bulk temperature was elevated to room temperature. After the completion of the reaction, it was cooled again and methanol (0.33 ml) was added dropwise thereinto. Furt...